Dataset: the Open Reaction Database (ORD), a public repository of structured organic reaction records. Task: describe an organic reaction: reactants, conditions, products, and yield Starting materials: CC(C)C[Al+]CC(C)C, CCOC(=O)c1cnoc1-c1ccc(Cl)cc1Cl, Cl, [H-], C1CCOC1. Yields the product OCc1cnoc1-c1ccc(Cl)cc1Cl. As a reaction SMILES: [CH2:20]([Al+:21][CH2:22][CH:23]([CH3:24])[CH3:25])[CH:26]([CH3:27])[CH3:28].[Cl:1][c:2]1[c:3](-[c:9]2[c:10]([C:14](=[O:15])[O:16][CH2:17][CH3:18])[cH:11][n:12][o:13]2)[cH:4][cH:5][c:6]([Cl:8])[cH:7]1.[ClH:29].[H-:19].[O:30]1[CH2:31][CH2:32][CH2:33][CH2:34]1>>[Cl:1][c:2]1[c:3](-[c:9]2[c:10]([CH2:14][OH:15])[cH:11][n:12][o:13]2)[cH:4][cH:5][c:6]([Cl:8])[cH:7]1. Starting materials: CC(C)N1CCOCC1CN, Cl, CCn1c(N)c(C(=O)NC)c(=O)c2ccc(-c3ccc(CC(=O)O)cc3)nc21, [Na+], [Na+], O=C([O-])[O-], CN(C)C=O. Yields the product Cl, CCn1c(N)c(C(=O)NC)c(=O)c2ccc(-c3ccc(CC(=O)NCC4COCCN4C(C)C)cc3)nc21. Reaction SMILES: [CH3:30][CH:31]([CH3:32])[N:33]1[CH:34]([CH2:39][NH2:40])[CH2:35][O:36][CH2:37][CH2:38]1.[ClH:29].[NH2:1][c:2]1[c:3]([C:25]([NH:26][CH3:27])=[O:28])[c:4](=[O:24])[c:5]2[cH:6][cH:7][c:8](-[c:14]3[cH:15][cH:16][c:17]([CH2:20][C:21](=[O:22])[OH:23])[cH:18][cH:19]3)[n:9][c:10]2[n:11]1[CH2:12][CH3:13].[Na+:41].[Na+:42].[O-:43][C:44](=[O:45])[O-:46].[O:47]=[CH:48][N:49]([CH3:50])[CH3:51]>>[ClH:29].[NH2:1][c:2]1[c:3]([C:25]([NH:26][CH3:27])=[O:28])[c:4](=[O:24])[c:5]2[cH:6][cH:7][c:8](-[c:14]3[cH:15][cH:16][c:17]([CH2:20][C:21](=[O:22])[NH:40][CH2:39][CH:34]4[N:33]([CH:31]([CH3:30])[CH3:32])[CH2:38][CH2:37][O:36][CH2:35]4)[cH:18][cH:19]3)[n:9][c:10]2[n:11]1[CH2:12][CH3:13]. Starting materials: CCN(CC)CCN, O, COC(=O)c1ccc(-c2n[nH]c3c2Cc2ccccc2-3)cc1. Yields the product CCN(CC)CCNC(=O)c1ccc(-c2n[nH]c3c2Cc2ccccc2-3)cc1. RXN SMILES: [CH2:23]([CH3:24])[N:25]([CH2:26][CH2:27][NH2:28])[CH2:29][CH3:30].[OH2:31].[nH:1]1[n:2][c:3](-[c:13]2[cH:14][cH:15][c:16]([C:17]([O:19][CH3:18])=[O:20])[cH:21][cH:22]2)[c:4]2[c:5]1-[c:6]1[cH:7][cH:8][cH:9][cH:10][c:11]1[CH2:12]2>>[nH:1]1[n:2][c:3](-[c:13]2[cH:14][cH:15][c:16]([C:17](=[O:19])[NH:28][CH2:27][CH2:26][N:25]([CH2:23][CH3:24])[CH2:29][CH3:30])[cH:21][cH:22]2)[c:4]2[c:5]1-[c:6]1[cH:7][cH:8][cH:9][cH:10][c:11]1[CH2:12]2. The reactants are CC(=O)OC1CCC(C(=O)O)CC1, CN(C(=O)c1ccc(Cl)cc1)C1CCNCC1c1ccc(Cl)c(Cl)c1, Cl. The product is CC(=O)OC1CCC(C(=O)N2CCC(N(C)C(=O)c3ccc(Cl)cc3)C(c3ccc(Cl)c(Cl)c3)C2)CC1. Reaction SMILES: [C:27]([CH3:28])(=[O:29])[O:30][CH:31]1[CH2:32][CH2:33][CH:34]([C:37](=[O:38])[OH:39])[CH2:35][CH2:36]1.[Cl:2][c:3]1[cH:4][cH:5][c:6]([C:7](=[O:8])[N:9]([CH3:10])[CH:11]2[CH:12]([c:17]3[cH:18][c:19]([Cl:24])[c:20]([Cl:23])[cH:21][cH:22]3)[CH2:13][NH:14][CH2:15][CH2:16]2)[cH:25][cH:26]1.[ClH:1]>>[Cl:2][c:3]1[cH:4][cH:5][c:6]([C:7](=[O:8])[N:9]([CH3:10])[CH:11]2[CH:12]([c:17]3[cH:18][c:19]([Cl:24])[c:20]([Cl:23])[cH:21][cH:22]3)[CH2:13][N:14]([C:37]([CH:34]3[CH2:33][CH2:32][CH:31]([O:30][C:27]([CH3:28])=[O:29])[CH2:36][CH2:35]3)=[O:38])[CH2:15][CH2:16]2)[cH:25][cH:26]1. Reactants: C1=CC2=C(C=C1Br)NC=C2C3=CNC(=N3)C4=CNC5=C4C=CC(=C5)Br (nortopsentin A), C=1C=CC2=C(C1)C(=CN2)C3=CNC(=N3)C4=CNC5=C4C=CC(=C5)Br (nortopsentin B), C=1C=CC2=C(C1)C(=CN2)C3=CNC(=N3)C(=O)C4=CNC5=C4C=CC(=C5)O (topsentin). The solvent is CCCCCCC.C(C)(=O)OCC.CO.O (heptane ethyl acetate methanol water). Product: C1=CC2=C(C=C1O)NC=C2C(=O)C=3NC=C(N3)C4=CNC5=C4C=CC(=C5)Br (bromotopsentin). As a reaction SMILES: C1C(Br)=CC2NC=C(C3N=C(C4C5C=CC(Br)=CC=5NC=4)NC=3)C=2C=1.C1C=CC2NC=C(C3N=C([C:40]4[C:44]5[CH:45]=[CH:46][C:47]([Br:49])=[CH:48][C:43]=5[NH:42][CH:41]=4)NC=3)C=2C=1.C1C=CC2NC=C([C:59]3[N:63]=[C:62]([C:64]([C:66]4[C:70]5[CH:71]=[CH:72][C:73]([OH:75])=[CH:74][C:69]=5[NH:68][CH:67]=4)=[O:65])[NH:61][CH:60]=3)C=2C=1>CCCCCCC.C(OCC)(=O)C.CO.O>[CH:72]1[C:73]([OH:75])=[CH:74][C:69]2[NH:68][CH:67]=[C:66]([C:64]([C:62]3[NH:61][CH:60]=[C:59]([C:40]4[C:44]5[CH:45]=[CH:46][C:47]([Br:49])=[CH:48][C:43]=5[NH:42][CH:41]=4)[N:63]=3)=[O:65])[C:70]=2[CH:71]=1 |f:3.4.5.6|. Reported procedure: This solid was further fractionated by using centrifugal countercurrent chromatography with two different solvent systems consisting of heptane/ethyl acetate/methanol/water in ratios of 4:7:4:3 and 5:7:4:3. A fraction containing nortopsentin A and a mixture of nortopsentin B and C along with topsentin (400 mg) and bromotopsentin (540 mg) were obtained. Nortopsentin A (250 mg) was purified by HPLC on a Hibar NH2 column (10×250 mm), using 5:1 chloroform/methanol as eluant. Preparative TLC (Kieselg... Yields the product CCOC(c1ccc(C(F)(F)F)cc1CN(Cc1cc(C(F)(F)F)cc(C(F)(F)F)c1)c1nnn(C)n1)C1CCC1. Starting materials: CCI, C1CCOC1, Cn1nnc(N(Cc2cc(C(F)(F)F)cc(C(F)(F)F)c2)Cc2cc(C(F)(F)F)ccc2C(O)C2CCC2)n1, [H-], [Na+]. As a reaction SMILES: [CH2:42]([CH3:43])[I:44].[CH2:45]1[O:46][CH2:47][CH2:48][CH2:49]1.[F:1][C:2]([c:3]1[cH:4][c:5]([CH2:6][N:7]([c:8]2[n:9][n:10][n:11]([CH3:13])[n:12]2)[CH2:14][c:15]2[c:16]([CH:25]([OH:26])[CH:27]3[CH2:28][CH2:29][CH2:30]3)[cH:17][cH:18][c:19]([C:21]([F:22])([F:23])[F:24])[cH:20]2)[cH:31][c:32]([C:34]([F:35])([F:36])[F:37])[cH:33]1)([F:38])[F:39].[H-:40].[Na+:41]>>[F:1][C:2]([c:3]1[cH:4][c:5]([CH2:6][N:7]([c:8]2[n:9][n:10][n:11]([CH3:13])[n:12]2)[CH2:14][c:15]2[c:16]([CH:25]([O:26][CH2:42][CH3:43])[CH:27]3[CH2:28][CH2:29][CH2:30]3)[cH:17][cH:18][c:19]([C:21]([F:22])([F:23])[F:24])[cH:20]2)[cH:31][c:32]([C:34]([F:35])([F:36])[F:37])[cH:33]1)([F:38])[F:39]. Procedure details: Three hundred thirty-six parts of 2,6-dibromo-3,5-diisopropylphenol [prepared as described in Canad, J. Chem., Vol. 41, p. 1653 (1963)] is allowed to react with 130 parts of chloromethyl methyl ether and 80 parts of stannic chloride in 400 parts of carbon disulfide under general conditions set forth in "Organic Reactions", Vol. 1, p. 68 and 69. The reaction mixture is poured on ice, and the organic layer is separated and dried over anhydrous calcium sulfate. The solvent is allowed to evaporate a... Yields the product BrC1=C(C(=C(C(=C1C(C)C)CCl)C(C)C)Br)O (2,6-Dibromo-4-chloromethyl-3,5-diisopropylphenol). The solvent is C(=S)=S (carbon disulfide). Reactants: COCCl (chloromethyl methyl ether), stannic chloride, BrC1=C(C(=C(C=C1C(C)C)C(C)C)Br)O (2,6-dibromo-3,5-diisopropylphenol). RXN SMILES: [Br:1][C:2]1[C:7]([CH:8]([CH3:10])[CH3:9])=[CH:6][C:5]([CH:11]([CH3:13])[CH3:12])=[C:4]([Br:14])[C:3]=1[OH:15].CO[CH2:18][Cl:19]>C(=S)=S>[Br:1][C:2]1[C:7]([CH:8]([CH3:10])[CH3:9])=[C:6]([CH2:18][Cl:19])[C:5]([CH:11]([CH3:13])[CH3:12])=[C:4]([Br:14])[C:3]=1[OH:15].